This data is from the Open Reaction Database (ORD), a public repository of structured organic reaction records. The task is: describe an organic reaction: reactants, conditions, products, and yield Reactants: C1(CC1)CN1C(N(C(C=C1NN)=O)C)=O (1-(cyclopropylmethyl)-6-hydrazino-3-methylpyrimidine-2,4(1H,3H)-dione), ClC=1C=C2C(=NNC2=CC1)C=O (5-chloro-1H-indazole-3-carbaldehyde), C(=O)C1=CC(=CN1C)C(=O)O (5-formyl-1-methyl-1H-pyrrole-3-carboxylic acid). Yields the product ClC=1C=C2C(=NNC2=CC1)CN1N=C2N(C(N(C(C2=C1C1=CC(=CN1C)C(=O)O)=O)C)=O)CC1CC1 (5-[2-[(5-chloro-1H-indazol-3-yl)methyl]-7-(cyclopropylmethyl)-5-methyl-4,6-dioxo-4,5,6,7-tetrahydro-2H-pyrazolo[3,4-d]pyrimidin-3-yl]-1-methyl-1H-pyrrole-3-carboxylic acid). RXN SMILES: [CH:1]1([CH2:4][N:5]2[C:10]([NH:11][NH2:12])=[CH:9][C:8](=[O:13])[N:7]([CH3:14])[C:6]2=[O:15])[CH2:3][CH2:2]1.[Cl:16][C:17]1[CH:18]=[C:19]2[C:23](=[CH:24][CH:25]=1)[NH:22][N:21]=[C:20]2[CH:26]=O.[CH:28]([C:30]1[N:34]([CH3:35])[CH:33]=[C:32]([C:36]([OH:38])=[O:37])[CH:31]=1)=O>>[Cl:16][C:17]1[CH:18]=[C:19]2[C:23](=[CH:24][CH:25]=1)[NH:22][N:21]=[C:20]2[CH2:26][N:12]1[C:28]([C:30]2[N:34]([CH3:35])[CH:33]=[C:32]([C:36]([OH:38])=[O:37])[CH:31]=2)=[C:9]2[C:10]([N:5]([CH2:4][CH:1]3[CH2:2][CH2:3]3)[C:6](=[O:15])[N:7]([CH3:14])[C:8]2=[O:13])=[N:11]1. Reported procedure: This compound was made following the procedure described above, starting with 1-(cyclopropylmethyl)-6-hydrazino-3-methylpyrimidine-2,4(1H,3H)-dione, and condensing first with 5-chloro-1H-indazole-3-carbaldehyde, followed by 5-formyl-1-methyl-1H-pyrrole-3-carboxylic acid. Mass: 508.13 (M+H). The reactants are OC1=C(C=CC=C1)C(C)=O (2′-hydroxyacetophenone), C(C1=CC=CC=C1)Br (benzylbromide), C(=O)([O-])[O-].[K+].[K+] (K2CO3). The solvent is CC(=O)C (acetone). Run at time 8 hour. Yields the product C(C1=CC=CC=C1)OC1=C(C=CC=C1)C(C)=O (1-[2-(benzyloxy)phenyl]ethanone). The yield is 88.0%. As a reaction SMILES: [OH:1][C:2]1[CH:7]=[CH:6][CH:5]=[CH:4][C:3]=1[C:8](=[O:10])[CH3:9].[CH2:11](Br)[C:12]1[CH:17]=[CH:16][CH:15]=[CH:14][CH:13]=1.C([O-])([O-])=O.[K+].[K+]>CC(C)=O>[CH2:11]([O:1][C:2]1[CH:7]=[CH:6][CH:5]=[CH:4][C:3]=1[C:8](=[O:10])[CH3:9])[C:12]1[CH:17]=[CH:16][CH:15]=[CH:14][CH:13]=1 |f:2.3.4|. Reported procedure: A mixture of 2′-hydroxyacetophenone (68.1 g, 0.500 mol), benzylbromide (94.1 g, 0.550 mol) and K2CO3 (103 g, 0.750 mol) in acetone (1.0 L) was heated at reflux, and the stirring was continued overnight. After cooled to room temperature, the mixture was concentrated under reduced pressure. The residue was diluted with water, and extracted with ethyl acetate. The separated organic phase was washed with brine, dried over MgSO4, filtered and concentrated under reduced pressure. The crude product was... Reactants: OO (H2O2), [OH-].[Na+] (NaOH), C(C=C)C=1N=C(N2C1C=NC1=C2C=CN1S(=O)(=O)C1=CC=C(C)C=C1)[C@H]1C[C@H](C[C@H]1CC)NS(=O)(=O)C1CC1 (N-((1S,3S,4R)-3-(3-allyl-6-tosyl-6H-imidazo[1,5-a]pyrrolo[2,3-e]pyrazin-1-yl)-4-ethylcyclopentyl)cyclopropanesulfonamide), B.CSC (BH3•DMS), B.CSC (BH3•DMS). Solvent: O (water), CCOC(=O)C (EtOAc), C1CCOC1 (THF). Reaction conditions: time 2 hour. Yields the product C(C)[C@@H]1C[C@@H](C[C@@H]1C1=NC(=C2N1C1=C(N=C2)NC=C1)CCCO)NS(=O)(=O)C1CC1 (N-((1S,3R,4S)-3-ethyl-4-(3-(3-hydroxypropyl)-6H-imidazo[1,5-a]pyrrolo[2,3-e]pyrazin-1-yl)cyclopentyl)cyclopropanesulfonamide). Yield: 36.2%. As a reaction SMILES: [CH2:1]([C:4]1[N:5]=[C:6]([C@@H:26]2[C@H:30]([CH2:31][CH3:32])[CH2:29][C@H:28]([NH:33][S:34]([CH:37]3[CH2:39][CH2:38]3)(=[O:36])=[O:35])[CH2:27]2)[N:7]2[C:12]3[CH:13]=[CH:14][N:15](S(C4C=CC(C)=CC=4)(=O)=O)[C:11]=3[N:10]=[CH:9][C:8]=12)[CH:2]=[CH2:3].B.CSC.[OH:44]O.[OH-].[Na+]>C1COCC1.O.CCOC(C)=O>[CH2:31]([C@H:30]1[C@@H:26]([C:6]2[N:7]3[C:12]4[CH:13]=[CH:14][NH:15][C:11]=4[N:10]=[CH:9][C:8]3=[C:4]([CH2:1][CH2:2][CH2:3][OH:44])[N:5]=2)[CH2:27][C@@H:28]([NH:33][S:34]([CH:37]2[CH2:39][CH2:38]2)(=[O:35])=[O:36])[CH2:29]1)[CH3:32] |f:1.2,4.5|. Procedure: To a solution of N-((1S,3S,4R)-3-(3-allyl-6-tosyl-6H-imidazo[1,5-a]pyrrolo[2,3-e]pyrazin-1-yl)-4-ethylcyclopentyl)cyclopropanesulfonamide (0.090 g, 0.16 mmol, prepared using H with Preparation #12, Preparation #Z.1, HATU and DIEA, and Q with Lawesson's reagent and mercury (II) trifluoroacetate) in THF (3 mL) at about 0° C. was added BH3•DMS (2 M in THF, 0.040 mL, 0.079 mmol). After about 2 h, additional BH3•DMS (2 M in THF, 0.040 mL, 0.079 mmol) was added to the reaction mixture. After about 6 h... The reactants are CC[O-], CC[O-], CC[O-], CC[O-], CC(C)(C)S(N)=O, CC(C)(C)C=O, ClCCl, [Ti+4]. The product is CC(C)(C)C=NS(=O)C(C)(C)C. As a reaction SMILES: [CH3:17][CH2:18][O-:19].[CH3:21][CH2:22][O-:23].[CH3:24][CH2:25][O-:26].[CH3:27][CH2:28][O-:29].[CH3:7][C:8]([CH3:9])([CH3:10])[S:11](=[O:12])[NH2:13].[CH:1]([C:2]([CH3:3])([CH3:4])[CH3:5])=[O:6].[Cl:14][CH2:15][Cl:16].[Ti+4:20]>>[CH:1]([C:2]([CH3:3])([CH3:4])[CH3:5])=[N:13][S:11]([C:8]([CH3:7])([CH3:9])[CH3:10])=[O:12].